From a dataset of the Open Reaction Database (ORD), a public repository of structured organic reaction records. describe an organic reaction: reactants, conditions, products, and yield The reactants are C1(=CC=CC=C1)S(=O)(=O)N1C(N(C(C1)C1=CC(=CC=C1)Br)C(C)C)=O (1-benzenesulfonyl-4-(3-bromo-phenyl)-3-isopropyl-imidazolidin-2-one), FC=1C=CC(=C(C1)B(O)O)C (5-fluoro-2-methylphenylboronic acid), C([O-])([O-])=O.[Na+].[Na+] (sodium carbonate). The reagents and catalysts are C1=CC=C(C=C1)P([C-]2C=CC=C2)C3=CC=CC=C3.C1=CC=C(C=C1)P([C-]2C=CC=C2)C3=CC=CC=C3.Cl[Pd]Cl.[Fe+2].ClCCl (dichloro[1,1′-bis(diphenylphosphino)ferrocene]palladium dichloromethane). Run in O1CCOCC1.O (dioxane water). The product is C1(=CC=CC=C1)S(=O)(=O)N1C(N(C(C1)C=1C=C(C=CC1)C1=C(C=CC(=C1)F)C)C(C)C)=O (1-benzenesulfonyl-4-(5′-fluoro-2′-methyl-biphenyl-3-yl)-3-isopropyl-imidazolidin-2-one). As a reaction SMILES: [C:1]1([S:7]([N:10]2[CH2:14][CH:13]([C:15]3[CH:20]=[CH:19][CH:18]=[C:17](Br)[CH:16]=3)[N:12]([CH:22]([CH3:24])[CH3:23])[C:11]2=[O:25])(=[O:9])=[O:8])[CH:6]=[CH:5][CH:4]=[CH:3][CH:2]=1.[F:26][C:27]1[CH:28]=[CH:29][C:30]([CH3:36])=[C:31](B(O)O)[CH:32]=1.C(=O)([O-])[O-].[Na+].[Na+]>O1CCOCC1.O.C1C=CC(P(C2C=CC=CC=2)[C-]2C=CC=C2)=CC=1.C1C=CC(P(C2C=CC=CC=2)[C-]2C=CC=C2)=CC=1.Cl[Pd]Cl.[Fe+2].ClCCl>[C:1]1([S:7]([N:10]2[CH2:14][CH:13]([C:15]3[CH:16]=[C:17]([C:29]4[CH:28]=[C:27]([F:26])[CH:32]=[CH:31][C:30]=4[CH3:36])[CH:18]=[CH:19][CH:20]=3)[N:12]([CH:22]([CH3:24])[CH3:23])[C:11]2=[O:25])(=[O:9])=[O:8])[CH:6]=[CH:5][CH:4]=[CH:3][CH:2]=1 |f:2.3.4,5.6,7.8.9.10.11|. Procedure details: In analogy to example 1, step 3,1-benzenesulfonyl-4-(3-bromo-phenyl)-3-isopropyl-imidazolidin-2-one (example 12, step 1) was reacted with 5-fluoro-2-methylphenylboronic acid in the presence of dichloro[1,1′-bis(diphenylphosphino)ferrocene]palladium dichloromethane adduct and sodium carbonate in dioxane/water to give 1-benzenesulfonyl-4-(5′-fluoro-2′-methyl-biphenyl-3-yl)-3-isopropyl-imidazolidin-2-one as a light yellow oil. MS: 453.1 ([M+H]+) Yields the product CC(C)c1ncc(C=O)n1C. As a reaction SMILES: [C:1]([NH2:2])(=[O:3])[CH:4]([CH3:5])[CH3:6].[CH:7]1([c:10]2[n:11][cH:12][c:13]([CH:16]=[O:17])[n:14]2[CH3:15])[CH2:8][CH2:9]1>>[CH:7]([CH3:8])([CH3:9])[c:10]1[n:11][cH:12][c:13]([CH:16]=[O:17])[n:14]1[CH3:15]. Starting materials: CC(C)C(N)=O, Cn1c(C=O)cnc1C1CC1. Starting materials: CC1=CC=C(C=O)C=C1 (4-methylbenzaldehyde), C(C)OC(C=C(OCC)N)=O (3-amino-3-ethoxyacrylic acid ethyl ester). The solvent is alcohol. Product: C(C)OC(=O)C1=C(N=C(C(C1C1=CC=C(C=C1)C)C(=O)OCC)OCC)N (2-amino-4-(4-methylphenyl)-6-ethoxy-4,5-dihydropyridine-3,5-dicarboxylic acid diethyl ester), ethyl acetate petroleum ether. The yield is 47.0%. RXN SMILES: [CH3:1][C:2]1[CH:9]=[CH:8][C:5]([CH:6]=O)=[CH:4][CH:3]=1.[CH2:10]([O:12][C:13](=[O:20])[CH:14]=[C:15]([NH2:19])[O:16][CH2:17][CH3:18])[CH3:11]>>[CH2:10]([O:12][C:13]([C:14]1[CH:6]([C:5]2[CH:8]=[CH:9][C:2]([CH3:1])=[CH:3][CH:4]=2)[CH:14]([C:13]([O:12][CH2:10][CH3:11])=[O:20])[C:15]([O:16][CH2:17][CH3:18])=[N:19][C:15]=1[NH2:19])=[O:20])[CH3:11]. Procedure: Upon heating a solution of 6 g of 4-methylbenzaldehyde and 15.9 g of 3-amino-3-ethoxyacrylic acid ethyl ester in 50 ml of alcohol for 6 hours, 2-amino-4-(4-methylphenyl)-6-ethoxy-4,5-dihydropyridine-3,5-dicarboxylic acid diethyl ester of melting point 119° C (ethyl acetate/petroleum ether) is obtained. Yield: 47% of theory. Starting materials: O=C([O-])[O-], CCO, CC(C)(O)CCl, [K+], [K+], O, Cc1cc(C#N)cc(C)c1O. Yields the product Cc1cc(C#N)cc(C)c1OCC(C)(C)O. RXN SMILES: [C:18](=[O:19])([O-:20])[O-:21].[CH3:25][CH2:26][OH:27].[Cl:12][CH2:13][C:14]([CH3:15])([OH:16])[CH3:17].[K+:22].[K+:23].[OH2:24].[OH:1][c:2]1[c:3]([CH3:11])[cH:4][c:5]([C:6]#[N:7])[cH:8][c:9]1[CH3:10]>>[O:1]([c:2]1[c:3]([CH3:11])[cH:4][c:5]([C:6]#[N:7])[cH:8][c:9]1[CH3:10])[CH2:13][C:14]([CH3:15])([OH:16])[CH3:17]. Starting materials: CO, O=C(O)c1cnc(NS(=O)(=O)c2cccc(Cl)c2Cl)c(OCc2cccnc2)n1, N. The product is NC(=O)c1cnc(NS(=O)(=O)c2cccc(Cl)c2Cl)c(OCc2cccnc2)n1. Reaction SMILES: [CH3:31][OH:32].[Cl:1][c:2]1[c:3]([S:9](=[O:10])(=[O:11])[NH:12][c:13]2[n:14][cH:15][c:16]([C:27](=[O:28])[OH:29])[n:17][c:18]2[O:19][CH2:20][c:21]2[cH:22][n:23][cH:24][cH:25][cH:26]2)[cH:4][cH:5][cH:6][c:7]1[Cl:8].[NH3:30]>>[Cl:1][c:2]1[c:3]([S:9](=[O:10])(=[O:11])[NH:12][c:13]2[n:14][cH:15][c:16]([C:27](=[O:29])[NH2:30])[n:17][c:18]2[O:19][CH2:20][c:21]2[cH:22][n:23][cH:24][cH:25][cH:26]2)[cH:4][cH:5][cH:6][c:7]1[Cl:8]. Reactants: [OH-].[Na+] (sodium hydroxide), O=C(CC=1C(NCCC2C1C1=CC=C(C=C1CC2)OC)=O)C (1-(2-oxopropyl)-3,4,5,5a,6,7-hexahydro-9-methoxy-2H-naphth[1,2-d]azepin-2-one), C(CO)O (ethylene glycol), B(F)(F)F.CCOCC (boron trifluoride etherate). The solvent is O (water), C1=CC=CC=C1 (benzene). The product is CC1(OCCO1)CC=1C(NCCC2C1C1=CC=C(C=C1CC2)OC)=O (1-(2-methyl-1,3-dioxolan-2-yl-methyl)-9-methoxy-3,4,5,5a,6,7-hexahydro-2H-naphth[1,2-d]azepin-2-one). RXN SMILES: [O:1]=[C:2]([CH3:22])[CH2:3][C:4]1[C:5](=[O:21])[NH:6][CH2:7][CH2:8][CH:9]2[CH2:18][CH2:17][C:16]3[C:11](=[CH:12][CH:13]=[C:14]([O:19][CH3:20])[CH:15]=3)[C:10]=12.[CH2:23](O)[CH2:24][OH:25].B(F)(F)F.CCOCC.[OH-].[Na+]>C1C=CC=CC=1.O>[CH3:22][C:2]1([CH2:3][C:4]2[C:5](=[O:21])[NH:6][CH2:7][CH2:8][CH:9]3[CH2:18][CH2:17][C:16]4[C:11](=[CH:12][CH:13]=[C:14]([O:19][CH3:20])[CH:15]=4)[C:10]=23)[O:25][CH2:24][CH2:23][O:1]1 |f:2.3,4.5|. Procedure details: The starting material is prepared as follows: The mixture of 20 g of 1-(2-oxopropyl)-3,4,5,5a,6,7-hexahydro-9-methoxy-2H-naphth[1,2-d]azepin-2-one, 37.5 ml of ethylene glycol and 0.95 g of boron trifluoride etherate in benzene is refluxed under a water trap for 6 hours. It is cooled and 10 g of sodium hydroxide in 140 ml of water are added rapidly and the mixture is extracted with chloroform. The extract is dried, evaporated and the residue is crystallized from diethyl ether, to yield the 1-(2-m...